From a dataset of the Open Reaction Database (ORD), a public repository of structured organic reaction records. describe an organic reaction: reactants, conditions, products, and yield Starting materials: COC(c1ccc(C(F)(F)F)cc1CNCc1cc(C(F)(F)F)cc(C(F)(F)F)c1)C1CCCCC1, CCN(C(C)C)C(C)C, COC(=O)Cl, ClCCl. Yields the product COC(=O)N(Cc1cc(C(F)(F)F)cc(C(F)(F)F)c1)Cc1cc(C(F)(F)F)ccc1C(OC)C1CCCCC1. As a reaction SMILES: [CH:1]1([CH:7]([c:8]2[c:9]([CH2:10][NH:11][CH2:12][c:13]3[cH:14][c:15]([C:23]([F:24])([F:25])[F:26])[cH:16][c:17]([C:19]([F:20])([F:21])[F:22])[cH:18]3)[cH:27][c:28]([C:31]([F:32])([F:33])[F:34])[cH:29][cH:30]2)[O:35][CH3:36])[CH2:2][CH2:3][CH2:4][CH2:5][CH2:6]1.[CH:37]([N:38]([CH:39]([CH3:40])[CH3:41])[CH2:42][CH3:43])([CH3:44])[CH3:45].[Cl:46][C:47](=[O:48])[O:49][CH3:50].[Cl:51][CH2:52][Cl:53]>>[CH:1]1([CH:7]([c:8]2[c:9]([CH2:10][N:11]([CH2:12][c:13]3[cH:14][c:15]([C:23]([F:24])([F:25])[F:26])[cH:16][c:17]([C:19]([F:20])([F:21])[F:22])[cH:18]3)[C:47](=[O:48])[O:49][CH3:50])[cH:27][c:28]([C:31]([F:32])([F:33])[F:34])[cH:29][cH:30]2)[O:35][CH3:36])[CH2:2][CH2:3][CH2:4][CH2:5][CH2:6]1. Reactants: CCCCCCCCC#Cc1ccc(C=O)cc1, CC(=O)[O-], CCN(C(C)C)C(C)C, COC(=O)COc1ccc(CN)cc1. The product is CCCCCCCCC#Cc1ccc(CNCc2ccc(OCC(=O)OC)cc2)cc1. RXN SMILES: [C:1](#[C:2][CH2:3][CH2:4][CH2:5][CH2:6][CH2:7][CH2:8][CH2:9][CH3:10])[c:11]1[cH:12][cH:13][c:14]([CH:15]=[O:16])[cH:17][cH:18]1.[CH3:33][C:34](=[O:35])[O-:36].[CH:37]([N:38]([CH2:39][CH3:40])[CH:41]([CH3:42])[CH3:43])([CH3:44])[CH3:45].[NH2:19][CH2:20][c:21]1[cH:22][cH:23][c:24]([O:25][CH2:26][C:27](=[O:28])[O:29][CH3:30])[cH:31][cH:32]1>>[C:1](#[C:2][CH2:3][CH2:4][CH2:5][CH2:6][CH2:7][CH2:8][CH2:9][CH3:10])[c:11]1[cH:12][cH:13][c:14]([CH2:15][NH:19][CH2:20][c:21]2[cH:22][cH:23][c:24]([O:25][CH2:26][C:27](=[O:28])[O:29][CH3:30])[cH:31][cH:32]2)[cH:17][cH:18]1. Starting materials: 43.0, C1CCN2[C@@H]1C(NC1=C(C2=O)C=CC=C1)=O ((S)-1,2,3,11a-tetrahydro-5H-pyrrolo[2,1-c][1,4]benzodiazepine-5,11(10H)-dione), [N+](=O)(O)[O-] (nitric acid), ice water. Conditions: time 18 hour. Product: [N+](=O)([O-])C=1C=CC2=C(C(N3[C@H](C(N2)=O)CCC3)=O)C1 ((S)-(+)-1,2,3,11a-tetrahydro-7-nitro-5H-pyrrolo[2,1-c][1,4]benzodiazepine-5,11(10H)-dione). Reaction SMILES: [CH2:1]1[C@H:5]2[C:6](=[O:16])[NH:7][C:8]3[CH:15]=[CH:14][CH:13]=[CH:12][C:9]=3[C:10](=[O:11])[N:4]2[CH2:3][CH2:2]1.[N+:17]([O-])([OH:19])=[O:18]>>[N+:17]([C:13]1[CH:14]=[CH:15][C:8]2[NH:7][C:6](=[O:16])[C@@H:5]3[CH2:1][CH2:2][CH2:3][N:4]3[C:10](=[O:11])[C:9]=2[CH:12]=1)([O-:19])=[O:18]. Reported procedure: 130 ml of 89 percent nitric acid are treated portionwise at room temperature over a period of 1.5 hours with 43.0 (199 mmol) of (S)-1,2,3,11a-tetrahydro-5H-pyrrolo[2,1-c][1,4]benzodiazepine-5,11(10H)-dione. The mixture is stirred at room temperature for 18 hours and poured into 1.5 l of ice-water. The precipitated material is filtered off under suction, washed with a large amount of water and dried at 80° in vacuo. There is obtained (S)-(+)-1,2,3,11a-tetrahydro-7-nitro-5H-pyrrolo[2,1-c][1,4]benz... Starting materials: Cl.C(C)C1(CN(CC(O1)(C)C)C)C1=CC(=CC=C1)OC (2-Ethyl-2-(3-methoxyphenyl)-4,6,6-trimethylmorpholine hydrochloride), [H-].C(C(C)C)[Al+]CC(C)C (diisobutyl aluminium hydride), C(=O)([O-])C(O)C(O)C(=O)[O-].[Na+].[K+] (potassium sodium tartrate). The solvent is C1(=CC=CC=C1)C (toluene). The product is C(C)C1(CN(CC(O1)(C)C)C)C1=CC(=CC=C1)O (2-Ethyl-2-(3-hydroxyphenyl)-4,6,6-trimethylmorpholine). Isolated yield 89.2%. RXN SMILES: Cl.[CH2:2]([C:4]1([C:13]2[CH:18]=[CH:17][CH:16]=[C:15]([O:19]C)[CH:14]=2)[O:9][C:8]([CH3:11])([CH3:10])[CH2:7][N:6]([CH3:12])[CH2:5]1)[CH3:3].[H-].C([Al+]CC(C)C)C(C)C.C(C(C(C([O-])=O)O)O)([O-])=O.[Na+].[K+]>C1(C)C=CC=CC=1>[CH2:2]([C:4]1([C:13]2[CH:18]=[CH:17][CH:16]=[C:15]([OH:19])[CH:14]=2)[O:9][C:8]([CH3:11])([CH3:10])[CH2:7][N:6]([CH3:12])[CH2:5]1)[CH3:3] |f:0.1,2.3,4.5.6|. Procedure: 2-Ethyl-2-(3-methoxyphenyl)-4,6,6-trimethylmorpholine hydrochloride (1 g) was heated under N2 and under reflux with stirring with a solution of diisobutyl aluminium hydride (15 ml of a 25% w/w solution in toluene) for 24 h. The reaction mixture was cooled, and decomposed by the cautious addition of a saturated solution of potassium sodium tartrate. The toluene layer was separated and the aqueous phase reextracted with toluene. After the combined organic extracts were washed with saturated sodium... Starting materials: F[Ag], C1[C@H]([C@H]2[C@@H]([C@@]1(COC(=O)C)O)OC(O2)(C)C)N1C(c2c(C1=O)cccc2)=O. The reagents and catalysts are c1ccc(cc1)-c2c3ccccc3cc4ccccc24 (9-Phenylanthracene). Solvent: C1CCOC1 (THF). Reaction conditions: temperature 25 celsius, time 18 hour. Yields the product CC(=O)OC[C@@]1(F)C[C@H]([C@@H]2OC(C)(C)O[C@H]12)N3C(=O)c4ccccc4C3=O. RXN SMILES: [CH3:1][C:2]([O:4][CH2:5][C@:6]1([C@H:15]([C@@H:9]2[C@H:8]([N:16]3[C:25](=[O:26])[c:24]([c:19]4[C:17]3=[O:18])[cH:23][cH:22][cH:21][cH:20]4)[CH2:7]1)[O:14][C:11]([CH3:13])([CH3:12])[O:10]2)O)=[O:3].[F:27][Ag]>>[CH3:1][C:2]([O:4][CH2:5][C@@:6]1([C@H:15]([C@@H:9]2[C@H:8]([N:16]3[C:25](=[O:26])[c:24]([c:19]4[C:17]3=[O:18])[cH:23][cH:22][cH:21][cH:20]4)[CH2:7]1)[O:14][C:11]([CH3:13])([CH3:12])[O:10]2)[F:27])=[O:3].